This data is from the Open Reaction Database (ORD), a public repository of structured organic reaction records. The task is: describe an organic reaction: reactants, conditions, products, and yield Starting materials: NC1=CC=C(C=C1)CCNC(OC(C)(C)C)=O (tert-butyl 2-(4-aminophenyl)ethylcarbamate), Br.C(CC)(=N)SCC1=CC2=CC=CC=C2C=C1 (2-naphthylmethyl propanimidothioate hydrobromide). The solvent is C(C)O (ethanol). Reaction conditions: time 8 hour. Product: C(CC)(=N)NC1=CC=C(C=C1)CCNC(OC(C)(C)C)=O (tert-butyl 2-[4-(propanimidoylamino)phenyl]ethylcarbamate). Yield: 95.1%. Reaction SMILES: [NH2:1][C:2]1[CH:7]=[CH:6][C:5]([CH2:8][CH2:9][NH:10][C:11](=[O:17])[O:12][C:13]([CH3:16])([CH3:15])[CH3:14])=[CH:4][CH:3]=1.Br.[C:19](SCC1C=CC2C(=CC=CC=2)C=1)(=[NH:22])[CH2:20][CH3:21]>C(O)C>[C:19]([NH:1][C:2]1[CH:3]=[CH:4][C:5]([CH2:8][CH2:9][NH:10][C:11](=[O:17])[O:12][C:13]([CH3:14])([CH3:16])[CH3:15])=[CH:6][CH:7]=1)(=[NH:22])[CH2:20][CH3:21] |f:1.2|. Procedure details: A mixture of tert-butyl 2-(4-aminophenyl)ethylcarbamate (709 mg, 3 mmol) and 2-naphthylmethyl propanimidothioate hydrobromide (930 mg, 3 mmol) in ethanol (10 mL) was stirred for overnight at ambient temperature. Then, the volatile components were removed by evaporation and the residue was partitioned between diethyl ether (10 mL) and water (10 mL). The aqueous phase was washed with diethyl ether (3×10 mL) and basified by NaOH to pH 10. The aqueous phase was extracted with chloroform (20×4) and t... The reactants are O=C(Oc1ccc(O)c(Cl)c1)c1ccccc1, [I-], [Na+], CN(C)C=O, O. Product: O=C(Oc1cc(Cl)c(O)c(I)c1)c1ccccc1. As a reaction SMILES: [C:1]([c:2]1[cH:3][cH:4][cH:5][cH:6][cH:7]1)(=[O:8])[O:9][c:10]1[cH:11][cH:12][c:13]([OH:17])[c:14]([Cl:16])[cH:15]1.[I-:19].[Na+:18].[O:21]=[CH:22][N:23]([CH3:24])[CH3:25].[OH2:20]>>[C:1]([c:2]1[cH:3][cH:4][cH:5][cH:6][cH:7]1)(=[O:8])[O:9][c:10]1[cH:11][c:12]([I:19])[c:13]([OH:17])[c:14]([Cl:16])[cH:15]1. Reactants: NC=1C=CC=C2C(CN(CC12)C)C1=CC=C(C=C1)Cl (8-amino-4-p-chloro-phenyl-2-methyl-1,2,3,4-tetrahydro-isoquinoline), ClC(=O)OCC (ethyl chloroformate). The yield is 45.0%. As a reaction SMILES: [NH2:1][C:2]1[CH:3]=[CH:4][CH:5]=[C:6]2[C:11]=1[CH2:10][N:9]([CH3:12])[CH2:8][CH:7]2[C:13]1[CH:18]=[CH:17][C:16]([Cl:19])=[CH:15][CH:14]=1.Cl[C:21]([O:23][CH2:24][CH3:25])=[O:22]>C1C=CC=CC=1>[CH2:24]([O:23][C:21]([NH:1][C:2]1[CH:3]=[CH:4][CH:5]=[C:6]2[C:11]=1[CH2:10][N:9]([CH3:12])[CH2:8][CH:7]2[C:13]1[CH:18]=[CH:17][C:16]([Cl:19])=[CH:15][CH:14]=1)=[O:22])[CH3:25]. Reported procedure: A solution of 13.1 g (0.047 mole) of 8-amino-4-p-chloro-phenyl-2-methyl-1,2,3,4-tetrahydro-isoquinoline and 300 ml of anhydrous benzene is admixed with a solution of 6.8 g (0.0625 mole, 6 ml) of ethyl chloroformate and 60 ml of anhydrous benzene. The reaction mixture is refluxed for 2.5 hours and the benzene is distilled off in vacuo. The residue is dissolved in 10 ml of water, made alkaline with 10 ml of a concentrated ammonium hydroxide solution and extracted three times with 100 ml of chlorof... The solvent is C1=CC=CC=C1 (benzene), C1=CC=CC=C1 (benzene). Yields the product C(C)OC(=O)NC=1C=CC=C2C(CN(CC12)C)C1=CC=C(C=C1)Cl (8-ethoxycarbonylamino-4-p-chloro-phenyl-2-methyl-1,2,3,4-tetrahydroisoquinoline). Starting materials: [Si](C)(C)(C(C)(C)C)O[C@H]1CC(OC2=CC(=C(C(=C12)C1=CC=C(C=C1)F)C(=O)C1=CC=C(C=C1)C(F)(F)F)C1CCCC1)(C)C ([(4S)-4-{[tert-Butyl(dimethyl)silyl]oxy}-7-cyclopentyl-5-(4-fluorophenyl)-2,2-dimethyl-3,4-dihydro-2H-chromen-6-yl][4-(trifluoromethyl)phenyl]methanone), [Na].C(=O)([O-])C(O)C(O)C(=O)[O-].[K+].[K+] (sodium potassium tartrate), [H-].C(C(C)C)[Al+]CC(C)C (diisobutylaluminum hydride), [H-].C(C(C)C)[Al+]CC(C)C (diisobutylaluminum hydride). Solvent: C1(=CC=CC=C1)C (toluene). Run at temperature -78 celsius, time 30 minute. Yields the product [Si](C)(C)(C(C)(C)C)O[C@H]1CC(OC2=CC(=C(C(=C12)C1=CC=C(C=C1)F)C(O)C1=CC=C(C=C1)C(F)(F)F)C1CCCC1)(C)C ([(4S)-4-{[tert-Butyl(dimethyl)silyl]oxy}-7-cyclopentyl-5-(4-fluorophenyl)-2,2-dimethyl-3,4-dihydro-2H-chromen-6-yl][4-(trifluoromethyl)phenyl]methanol). RXN SMILES: [Si:1]([O:8][C@@H:9]1[C:18]2[C:13](=[CH:14][C:15]([CH:38]3[CH2:42][CH2:41][CH2:40][CH2:39]3)=[C:16]([C:26]([C:28]3[CH:33]=[CH:32][C:31]([C:34]([F:37])([F:36])[F:35])=[CH:30][CH:29]=3)=[O:27])[C:17]=2[C:19]2[CH:24]=[CH:23][C:22]([F:25])=[CH:21][CH:20]=2)[O:12][C:11]([CH3:44])([CH3:43])[CH2:10]1)([C:4]([CH3:7])([CH3:6])[CH3:5])([CH3:3])[CH3:2].[H-].C([Al+]CC(C)C)C(C)C.[Na].C(C(C(C([O-])=O)O)O)([O-])=O.[K+].[K+]>C1(C)C=CC=CC=1>[Si:1]([O:8][C@@H:9]1[C:18]2[C:13](=[CH:14][C:15]([CH:38]3[CH2:39][CH2:40][CH2:41][CH2:42]3)=[C:16]([CH:26]([C:28]3[CH:33]=[CH:32][C:31]([C:34]([F:36])([F:37])[F:35])=[CH:30][CH:29]=3)[OH:27])[C:17]=2[C:19]2[CH:24]=[CH:23][C:22]([F:25])=[CH:21][CH:20]=2)[O:12][C:11]([CH3:44])([CH3:43])[CH2:10]1)([C:4]([CH3:7])([CH3:6])[CH3:5])([CH3:3])[CH3:2] |f:1.2,3.4.5.6,^1:54|. Procedure: Under argon, 102 mg (0.16 mmol) of [(4S)-4-{[tert-butyl(dimethyl)silyl]oxy}-7-cyclopentyl-5-(4-fluorophenyl)-2,2-dimethyl-3,4-dihydro-2H-chromen-6-yl][4-(trifluoromethyl)phenyl]methanone (Example 13A) are initially charged in 2 ml of abs. toluene and cooled to −78° C. 250 μl (0.25 mmol) of a diisobutylaluminum hydride solution (1 M in hexane) are slowly added dropwise, and the mixture is stirred at −78° C. After 30 min, another 80 μl (0.08 mmol) of diisobutylaluminum hydride solution (1 M in hex... The reactants are c1ccc2c(c1)CCN2, CC(=O)O, Clc1cnc2[nH]c(-c3ccc(OCCN4CCOCC4)cc3)nc2c1Cl, O, Cc1ccccc1C. The product is Clc1cnc2nc(-c3ccc(OCCN4CCOCC4)cc3)[nH]c2c1N1CCc2ccccc21. As a reaction SMILES: [CH2:27]1[CH2:28][c:29]2[cH:30][cH:31][cH:32][cH:33][c:34]2[NH:35]1.[CH3:37][C:38](=[O:39])[OH:40].[Cl:1][c:2]1[c:3]([Cl:26])[c:4]2[c:5]([n:6][cH:7]1)[nH:8][c:9](-[c:11]1[cH:12][cH:13][c:14]([O:17][CH2:18][CH2:19][N:20]3[CH2:21][CH2:22][O:23][CH2:24][CH2:25]3)[cH:15][cH:16]1)[n:10]2.[OH2:36].[c:41]1([CH3:42])[c:43]([CH3:44])[cH:45][cH:46][cH:47][cH:48]1>>[Cl:1][c:2]1[c:3]([N:35]2[CH2:27][CH2:28][c:29]3[cH:30][cH:31][cH:32][cH:33][c:34]32)[c:4]2[c:5]([n:6][cH:7]1)[n:8][c:9](-[c:11]1[cH:12][cH:13][c:14]([O:17][CH2:18][CH2:19][N:20]3[CH2:21][CH2:22][O:23][CH2:24][CH2:25]3)[cH:15][cH:16]1)[nH:10]2. Reactants: [BH4-], CCO, CC(C)(C)OC(=O)N1CCC(C)(C)C1=O, [Na+]. The product is CC(C)(CO)CCNC(=O)OC(C)(C)C. As a reaction SMILES: [BH4-:16].[CH3:18][CH2:19][OH:20].[CH3:1][C:2]1([CH3:15])[C:3](=[O:14])[N:4]([C:7](=[O:8])[O:9][C:10]([CH3:11])([CH3:12])[CH3:13])[CH2:5][CH2:6]1.[Na+:17]>>[CH3:1][C:2]([CH2:3][OH:14])([CH2:6][CH2:5][NH:4][C:7](=[O:8])[O:9][C:10]([CH3:11])([CH3:12])[CH3:13])[CH3:15]. Reactants: COC(=O)CC1CC(NC(=O)c2n[nH]c3ccc(F)cc23)CN1C(=O)OC(C)(C)C, CC(C)I. Product: COC(=O)CC1CC(NC(=O)c2nn(C(C)C)c3ccc(F)cc23)CN1C(=O)OC(C)(C)C. RXN SMILES: [F:1][c:2]1[cH:3][c:4]2[c:5]([C:11](=[O:12])[NH:13][CH:14]3[CH2:15][CH:16]([CH2:26][C:27](=[O:28])[O:29][CH3:30])[N:17]([C:19](=[O:20])[O:21][C:22]([CH3:23])([CH3:24])[CH3:25])[CH2:18]3)[n:6][nH:7][c:8]2[cH:9][cH:10]1.[I:31][CH:32]([CH3:33])[CH3:34]>>[F:1][c:2]1[cH:3][c:4]2[c:5]([C:11](=[O:12])[NH:13][CH:14]3[CH2:15][CH:16]([CH2:26][C:27](=[O:28])[O:29][CH3:30])[N:17]([C:19](=[O:20])[O:21][C:22]([CH3:23])([CH3:24])[CH3:25])[CH2:18]3)[n:6][n:7]([CH:32]([CH3:33])[CH3:34])[c:8]2[cH:9][cH:10]1.